This data is from the Open Reaction Database (ORD), a public repository of structured organic reaction records. The task is: describe an organic reaction: reactants, conditions, products, and yield The reactants are Cl, O=Cc1ccc(-c2nc3ccc(C4(c5ccccc5)CC4)nc3s2)c(F)c1, OC1CNC1. RXN SMILES: [ClH:28].[F:1][c:2]1[cH:3][c:4]([CH:5]=[O:6])[cH:7][cH:8][c:9]1-[c:10]1[s:11][c:12]2[n:13][c:14]([C:19]3([c:22]4[cH:23][cH:24][cH:25][cH:26][cH:27]4)[CH2:20][CH2:21]3)[cH:15][cH:16][c:17]2[n:18]1.[OH:29][CH:30]1[CH2:31][NH:32][CH2:33]1>>[F:1][c:2]1[cH:3][c:4]([CH2:5][N:32]2[CH2:31][CH:30]([OH:29])[CH2:33]2)[cH:7][cH:8][c:9]1-[c:10]1[s:11][c:12]2[n:13][c:14]([C:19]3([c:22]4[cH:23][cH:24][cH:25][cH:26][cH:27]4)[CH2:20][CH2:21]3)[cH:15][cH:16][c:17]2[n:18]1. The product is OC1CN(Cc2ccc(-c3nc4ccc(C5(c6ccccc6)CC5)nc4s3)c(F)c2)C1.